From a dataset of the Open Reaction Database (ORD), a public repository of structured organic reaction records. describe an organic reaction: reactants, conditions, products, and yield Reactants: C1CCNCC1, Cc1cc(C)c(C=O)[nH]1, CCO, O=C1Cc2c(cccc2-c2ccc(Cl)cc2)N1. Product: Cc1cc(C)c(C=C2C(=O)Nc3cccc(-c4ccc(Cl)cc4)c32)[nH]1. Reaction SMILES: [CH2:27]1[CH2:28][CH2:29][NH:30][CH2:31][CH2:32]1.[CH3:18][c:19]1[c:20]([CH:25]=[O:26])[nH:21][c:22]([CH3:24])[cH:23]1.[CH3:33][CH2:34][OH:35].[Cl:1][c:2]1[cH:3][cH:4][c:5](-[c:8]2[c:9]3[c:13]([cH:14][cH:15][cH:16]2)[NH:12][C:11](=[O:17])[CH2:10]3)[cH:6][cH:7]1>>[Cl:1][c:2]1[cH:3][cH:4][c:5](-[c:8]2[c:9]3[c:13]([cH:14][cH:15][cH:16]2)[NH:12][C:11](=[O:17])[C:10]3=[CH:25][c:20]2[c:19]([CH3:18])[cH:23][c:22]([CH3:24])[nH:21]2)[cH:6][cH:7]1.